From a dataset of the Open Reaction Database (ORD), a public repository of structured organic reaction records. describe an organic reaction: reactants, conditions, products, and yield The reactants are ClC1=CC(=CC=C1)C(=O)OO (m-chloroperbenzoic acid), N1=C(N=CC=C1)SCN1S(=O)(=O)C2=CC=CC=C2C1=O (2-(2-pyrimidylthiomethyl) saccharin), 11. Run at time 8 hour. Product: N1=C(N=CC=C1)S(=O)CN1S(=O)(=O)C2=CC=CC=C2C1=O (2-(2-pyrimidylsulfinylmethyl)saccharin). Reaction SMILES: ClC1C=CC=C(C(OO)=[O:9])C=1.[N:12]1[CH:17]=[CH:16][CH:15]=[N:14][C:13]=1[S:18][CH2:19][N:20]1[C:30](=[O:31])[C:29]2[C:24](=[CH:25][CH:26]=[CH:27][CH:28]=2)[S:21]1(=[O:23])=[O:22]>>[N:14]1[CH:15]=[CH:16][CH:17]=[N:12][C:13]=1[S:18]([CH2:19][N:20]1[C:30](=[O:31])[C:29]2[C:24](=[CH:25][CH:26]=[CH:27][CH:28]=2)[S:21]1(=[O:23])=[O:22])=[O:9]. Procedure details: A mixture of m-chloroperbenzoic acid (0.9 g, 5.37 mmol) and 2-(2-pyrimidylthiomethyl) saccharin prepared by procedures similar to those of Examples 9 and 11 (1.5 g, 4.8 mmol) in MDC (75 ml) was stirred overnight at room temperature. The reaction mixture was washed with sodium bicarbonate solution, dried (Na2SO4) and freed of solvent under vacuum. Part of this crude product (0.5 g) was saved for direct conversion to the sulfone; the remaining material was chromatographed (silica gel-95:5 CH2Cl2 :... Starting materials: C(C)(C)N(CC)C(C)C (IPEA), C=1C=CC2=C(C1)N=NN2O (HOBT), FC(C(=O)O)(F)F.ClCCC\C(\C(=O)O)=C/C1=CC(=C(C=C1)N1C=NC(=C1)C)OC ((E)-5-chloro-2-(3-methoxy-4-(4-methyl-1H-imidazol-1-yl)benzylidene)valeric acid trifluoroacetate), FC1=CC=C2CCC(C2=C1)N (6-fluoroindan-1-ylamine), C([O-])(O)=O.[Na+] (sodium bicarbonate). Solvent: CN(C)C=O (DMF), C(CCl)Cl (EDC), C(C)(=O)OCC (ethyl acetate). Run at time 12 hour. The product is FC1=CC=C2CCC(C2=C1)NC(/C(/CCCCl)=C/C1=CC(=C(C=C1)N1C=NC(=C1)C)OC)=O ((E)-5-chloro-2-(3-methoxy-4-(4-methyl-1H-imidazol-1-yl)benzylidene)valeric acid (6-fluoroindan-1-yl)amide). The yield is 86.3%. Reaction SMILES: C(N(C(C)C)CC)(C)C.C1C=CC2N(O)N=NC=2C=1.FC(F)(F)C(O)=O.[Cl:27][CH2:28][CH2:29][CH2:30]/[C:31](=[CH:35]\[C:36]1[CH:41]=[CH:40][C:39]([N:42]2[CH:46]=[C:45]([CH3:47])[N:44]=[CH:43]2)=[C:38]([O:48][CH3:49])[CH:37]=1)/[C:32]([OH:34])=O.[F:50][C:51]1[CH:59]=[C:58]2[C:54]([CH2:55][CH2:56][CH:57]2[NH2:60])=[CH:53][CH:52]=1.C(=O)(O)[O-].[Na+]>CN(C=O)C.C(OCC)(=O)C.C(Cl)CCl>[F:50][C:51]1[CH:59]=[C:58]2[C:54]([CH2:55][CH2:56][CH:57]2[NH:60][C:32](=[O:34])/[C:31](=[CH:35]/[C:36]2[CH:41]=[CH:40][C:39]([N:42]3[CH:46]=[C:45]([CH3:47])[N:44]=[CH:43]3)=[C:38]([O:48][CH3:49])[CH:37]=2)/[CH2:30][CH2:29][CH2:28][Cl:27])=[CH:53][CH:52]=1 |f:2.3,5.6|. Reported procedure: IPEA (0.58 mL), EDC (0.38 g) and HOBT (0.27 g) were added to a suspension of (E)-5-chloro-2-(3-methoxy-4-(4-methyl-1H-imidazol-1-yl)benzylidene)valeric acid trifluoroacetate (300 mg) and 6-fluoroindan-1-ylamine (CAS #168902-77-0, 151 mg) in DMF (10 mL) at room temperature, and the reaction solution was stirred at room temperature for 12 hours. A saturated aqueous solution of sodium bicarbonate and ethyl acetate were added to the reaction solution and the organic layer was partitioned. The organi... Starting materials: FC1=CC=C(C=C1)C1=NN2C(N=CC=C2)=C1C1=CC=NC=C1 (2-(4-fluorophenyl)-3-(pyridin-4-yl)pyrazolo[1,5-a]pyrimidine), [BH4-].[Na+] (sodium borohydride), ice water. Solvent: C(C)O (ethanol). Yields the product FC1=CC=C(C=C1)C1=NN2C(NCCC2)=C1C1=CC=NC=C1 (2-(4-fluorophenyl)-3-(pyridin-4-yl)-4,5,6,7-tetrahydropyrazolo[1,5-a]pyrimidine). The yield is 77.5%. As a reaction SMILES: [F:1][C:2]1[CH:7]=[CH:6][C:5]([C:8]2[C:16]([C:17]3[CH:22]=[CH:21][N:20]=[CH:19][CH:18]=3)=[C:11]3[N:12]=[CH:13][CH:14]=[CH:15][N:10]3[N:9]=2)=[CH:4][CH:3]=1.[BH4-].[Na+]>C(O)C>[F:1][C:2]1[CH:7]=[CH:6][C:5]([C:8]2[C:16]([C:17]3[CH:22]=[CH:21][N:20]=[CH:19][CH:18]=3)=[C:11]3[NH:12][CH2:13][CH2:14][CH2:15][N:10]3[N:9]=2)=[CH:4][CH:3]=1 |f:1.2|. Reported procedure: A mixture of 2-(4-fluorophenyl)-3-(pyridin-4-yl)pyrazolo[1,5-a]pyrimidine (56 mg) and sodium borohydride (16 mg) in ethanol (2 ml) was refluxed for 2 hours, cooled, and poured into ice water. The separated oil was extracted with dichloromethane. The extract was washed with brine, dried and concentrated in vacuo. The residue was crystallized from a mixture of ethyl acetate and ethyl ether to yield 2-(4-fluorophenyl)-3-(pyridin-4-yl)-4,5,6,7-tetrahydropyrazolo[1,5-a]pyrimidine (44 mg). Reactants: CC=1C(N=C=O)=CC(N=C=O)=CC1 (toluene diisocyanate), NC(=O)OCC (urethane), 2,4-, 2,6- isomers. The product is C1CC(CCC1CC2CCC(CC2)N=C=O)N=C=O (Hylene W). RXN SMILES: [CH3:1][C:2]1[C:3](=[CH:7][C:8](=[CH:12][CH:13]=1)[N:9]=[C:10]=[O:11])N=C=O.[NH2:14][C:15]([O:17]CC)=O>>[CH2:2]1[CH:3]([CH2:1][CH:2]2[CH2:13][CH2:12][CH:8]([N:9]=[C:10]=[O:11])[CH2:7][CH2:3]2)[CH2:7][CH2:8][CH:12]([N:14]=[C:15]=[O:17])[CH2:13]1. Reported procedure: 1.57 moles toluene diisocyanate of 80% 2,4- and 20% 2,6- isomers; urethane content 14.7%; NCO 0.05%; Inh. V. 1.69 Starting materials: ClCC(=O)N1C2=C(NC(C3=C1C=CC=C3)=O)C=CC=C2 (5-(chloroacetyl)-5,10-dihydro-11H-dibenzo[b,e][1,4]diazepin-11-one), N1(CCCC1)C[C@H]1NCCC1 ((S)-(+)-2-[(1-pyrrolidinyl)methyl]pyrrolidine), C(C)(=O)OCC.CO (ethyl acetate methanol). Run in C(C)O (ethanol). Product: N1(CCCC1)C[C@H]1N(CCC1)CC(=O)N1C2=C(NC(C3=C1C=CC=C3)=O)C=CC=C2 ((S)-5,10-Dihydro-5-[[2-[(1-pyrrolidinyl)methyl]-1-pyrrolidinyl]-acetyl]-11H-dibenzo[b,e][1,4]diazepin-11-one). Reaction SMILES: Cl[CH2:2][C:3]([N:5]1[C:11]2[CH:12]=[CH:13][CH:14]=[CH:15][C:10]=2[C:9](=[O:16])[NH:8][C:7]2[CH:17]=[CH:18][CH:19]=[CH:20][C:6]1=2)=[O:4].[N:21]1([CH2:26][C@@H:27]2[CH2:31][CH2:30][CH2:29][NH:28]2)[CH2:25][CH2:24][CH2:23][CH2:22]1.C(OCC)(=O)C.CO>C(O)C>[N:21]1([CH2:26][C@@H:27]2[CH2:31][CH2:30][CH2:29][N:28]2[CH2:2][C:3]([N:5]2[C:11]3[CH:12]=[CH:13][CH:14]=[CH:15][C:10]=3[C:9](=[O:16])[NH:8][C:7]3[CH:17]=[CH:18][CH:19]=[CH:20][C:6]2=3)=[O:4])[CH2:25][CH2:24][CH2:23][CH2:22]1 |f:2.3|. Reported procedure: The title compound is prepared analogously to Example 31 from 5-(chloroacetyl)-5,10-dihydro-11H-dibenzo[b,e][1,4]diazepin-11-one and (S)-(+)-2-[(1-pyrrolidinyl)methyl]pyrrolidine to give colorless crystals, mp. 142°-144° C. (ethyl acetate/methanol 99:1 v/v); [α]D20 =-18.5° (ethanol). Reactants: BrCc1ccccc1, COC(=O)c1ccc(F)cc1B(O)O, [K+], [K+], O=C([O-])[O-], C1CCOC1. Product: COC(=O)c1ccc(F)cc1Cc1ccccc1. As a reaction SMILES: [Br:15][CH2:16][c:17]1[cH:18][cH:19][cH:20][cH:21][cH:22]1.[F:1][c:2]1[cH:3][cH:4][c:5]([C:11](=[O:12])[O:13][CH3:14])[c:6]([B:8]([OH:9])[OH:10])[cH:7]1.[K+:23].[K+:24].[O-:25][C:26]([O-:27])=[O:28].[O:29]1[CH2:30][CH2:31][CH2:32][CH2:33]1>>[F:1][c:2]1[cH:3][cH:4][c:5]([C:11](=[O:12])[O:13][CH3:14])[c:6]([CH2:16][c:17]2[cH:18][cH:19][cH:20][cH:21][cH:22]2)[cH:7]1. The reactants are COC1=CC=C(COC([C@H]2N(C[C@@H](C2)OC(C2=CC=CC=C2)=O)C(=O)OCC2=CC=C(C=C2)[N+](=O)[O-])=O)C=C1 (Trans-1-(p-Nitrobenzyloxycarbonyl)-4-benzoyloxy-L-proline p-methoxybenzyl ester), C1(=CC=CC=C1)OC (anisole). Run in FC(C(=O)O)(F)F (trifluoroacetic acid). Yields the product [N+](=O)([O-])C1=CC=C(COC(=O)N2[C@H](C(=O)O)C[C@H](C2)OC(C2=CC=CC=C2)=O)C=C1 (trans-1-(p-nitrobenzyloxycarbonyl)-4-benzoyloxy-L-proline). RXN SMILES: COC1C=CC(C[O:8][C:9](=[O:37])[C@@H:10]2[CH2:14][C@@H:13]([O:15][C:16](=[O:23])[C:17]3[CH:22]=[CH:21][CH:20]=[CH:19][CH:18]=3)[CH2:12][N:11]2[C:24]([O:26][CH2:27][C:28]2[CH:33]=[CH:32][C:31]([N+:34]([O-:36])=[O:35])=[CH:30][CH:29]=2)=[O:25])=CC=1.C1(OC)C=CC=CC=1>FC(F)(F)C(O)=O>[N+:34]([C:31]1[CH:32]=[CH:33][C:28]([CH2:27][O:26][C:24]([N:11]2[CH2:12][C@H:13]([O:15][C:16](=[O:23])[C:17]3[CH:22]=[CH:21][CH:20]=[CH:19][CH:18]=3)[CH2:14][C@H:10]2[C:9]([OH:37])=[O:8])=[O:25])=[CH:29][CH:30]=1)([O-:36])=[O:35]. Reported procedure: Trans-1-(p-Nitrobenzyloxycarbonyl)-4-benzoyloxy-L-proline p-methoxybenzyl ester (61.3 g) and anisole (12.8 ml) were stirred together with 70 ml of trifluoroacetic acid at room temperature for 30 minutes. The reaction mixture was distilled to remove tri-fluoroacetic acid, and the residue was diluted with ethyl acetate and a saturated sodium bicarbonate solution. The precipitated crystals were separated by filtration and dissolved in methanol. The solution was acidified with 6N hydrochloric acid t... The reactants are [Al+3], [H-], [H-], [H-], [H-], [Li+], O=C(O)c1ccc(C2CCC(C3CCC4(CC3)OCCO4)CC2)cc1F, O, O=S(=O)(O)O. The product is OCc1ccc(C2CCC(C3CCC4(CC3)OCCO4)CC2)cc1F. As a reaction SMILES: [Al+3:28].[H-:27].[H-:30].[H-:31].[H-:32].[Li+:29].[O:1]1[CH2:2][CH2:3][O:4][C:5]12[CH2:6][CH2:7][CH:8]([CH:11]1[CH2:12][CH2:13][CH:14]([c:17]3[cH:18][c:19]([F:26])[c:20]([C:21](=[O:22])[OH:23])[cH:24][cH:25]3)[CH2:15][CH2:16]1)[CH2:9][CH2:10]2.[OH2:38].[S:33](=[O:34])(=[O:35])([OH:36])[OH:37]>>[O:1]1[CH2:2][CH2:3][O:4][C:5]12[CH2:6][CH2:7][CH:8]([CH:11]1[CH2:12][CH2:13][CH:14]([c:17]3[cH:18][c:19]([F:26])[c:20]([CH2:21][OH:22])[cH:24][cH:25]3)[CH2:15][CH2:16]1)[CH2:9][CH2:10]2. Starting materials: FC1=C(OC2=CC3=C(N(C2=O)C)C=NN3COCC[Si](C)(C)C)C=CC(=C1)F (6-(2,4-difluorophenoxy)-4-methyl-1-(2-trimethylsilanyl-ethoxymethyl)-1,4-dihydro-pyrazolo[4,3-b]pyridin-5-one), ICl (iodine monochloride), ICl (iodine monochloride), C([O-])([O-])=O.[K+].[K+] (potassium carbonate). The solvent is C(Cl)(Cl)Cl (chloroform), ClCCl (dichloromethane). Run at time 24 hour. Yields the product FC1=C(OC2=CC3=C(N(C2=O)C)C(=NN3)I)C=CC(=C1)F (6-(2,4-difluorophenoxy)-3-iodo-4-methyl-1,4-dihydro-pyrazolo[4,3-b]pyridin-5-one). The yield is 10.3%. As a reaction SMILES: [F:1][C:2]1[CH:27]=[C:26]([F:28])[CH:25]=[CH:24][C:3]=1[O:4][C:5]1[C:10](=[O:11])[N:9]([CH3:12])[C:8]2[CH:13]=[N:14][N:15](COCC[Si](C)(C)C)[C:7]=2[CH:6]=1.[I:29]Cl.C(=O)([O-])[O-].[K+].[K+]>C(Cl)(Cl)Cl.ClCCl>[F:1][C:2]1[CH:27]=[C:26]([F:28])[CH:25]=[CH:24][C:3]=1[O:4][C:5]1[C:10](=[O:11])[N:9]([CH3:12])[C:8]2[C:13]([I:29])=[N:14][NH:15][C:7]=2[CH:6]=1 |f:2.3.4|. Reported procedure: To a solution of 6-(2,4-difluorophenoxy)-4-methyl-1-(2-trimethylsilanyl-ethoxymethyl)-1,4-dihydro-pyrazolo[4,3-b]pyridin-5-one (118 mg, 0.289 mmol) in chloroform (25 mL) was added iodine monochloride (141 mg, 3 eq) followed by potassium carbonate (200 mg, 5 eq) and the resulting mixture was heated under reflux with stirring (in the dark) for 24 hours. Additional iodine monochloride (large excess) was added and the resulting solution was stirred under reflux for another 16 hours. The reaction mix... Reactants: CC1=NC=C2N1CCC=C2C2=CC=C(C=C2)N2C(=NC=C2)C (5,6-Dihydro-3-methyl-8-[4-(2-methyl-lH-imidazol-l-yl)-phenyl]imidazo[1,5-a]pyridine), [S] (sulfur). Solvent: ClC1=C(C=CC=C1)Cl (1,2-dichlorobenzene). The product is CC1=NC=C2N1C=CC=C2C2=CC=C(C=C2)N2C(=NC=C2)C (3-Methyl-8-[4-(2-methyl-lH-imidazol-l-yl)phenyl]imidazo-[1,5-a]pyridine). Reaction SMILES: [CH3:1][C:2]1[N:6]2[CH2:7][CH2:8][CH:9]=[C:10]([C:11]3[CH:16]=[CH:15][C:14]([N:17]4[CH:21]=[CH:20][N:19]=[C:18]4[CH3:22])=[CH:13][CH:12]=3)[C:5]2=[CH:4][N:3]=1.[S]>ClC1C=CC=CC=1Cl>[CH3:1][C:2]1[N:6]2[CH:7]=[CH:8][CH:9]=[C:10]([C:11]3[CH:12]=[CH:13][C:14]([N:17]4[CH:21]=[CH:20][N:19]=[C:18]4[CH3:22])=[CH:15][CH:16]=3)[C:5]2=[CH:4][N:3]=1 |^3:22|. Procedure: Combine 24 g (82.7 mmol) of the product of Example III with 10 g (0.31 mol) of sulfur in 500 ml of 1,2-dichlorobenzene and heat to reflux under nitrogen for 13 hr. Cool to room temperature and extract with 2× 500 ml of 10% hydrochloric acid. Combine the extracts and wash with 1 liter of methylene chloride and 500 ml of ethyl acetate. The aqueous phase is treated with charcoal, filtered, neutralized with sodium hydroxide, and extracted with 2×500 ml of methylene choride. Dry the combined extracts...